describe an organic reaction: reactants, conditions, products, and yield From a dataset of the Open Reaction Database (ORD), a public repository of structured organic reaction records. The reactants are CC(Oc1ccc(Cl)cc1Cc1cc(Cl)ccc1OCC(=O)OCc1ccccc1)C(=O)OC(C)(C)C, ClCCl, O=C(O)C(F)(F)F. Yields the product CC(Oc1ccc(Cl)cc1Cc1cc(Cl)ccc1OCC(=O)OCc1ccccc1)C(=O)O. Reaction SMILES: [C:1]([CH3:2])([CH3:3])([CH3:4])[O:5][C:6]([CH:7]([CH3:8])[O:9][c:10]1[c:11]([CH2:17][c:18]2[c:19]([O:25][CH2:26][C:27](=[O:28])[O:29][CH2:30][c:31]3[cH:32][cH:33][cH:34][cH:35][cH:36]3)[cH:20][cH:21][c:22]([Cl:24])[cH:23]2)[cH:12][c:13]([Cl:16])[cH:14][cH:15]1)=[O:37].[Cl:45][CH2:46][Cl:47].[F:38][C:39]([F:40])([F:41])[C:42]([OH:43])=[O:44]>>[O:5]=[C:6]([CH:7]([CH3:8])[O:9][c:10]1[c:11]([CH2:17][c:18]2[c:19]([O:25][CH2:26][C:27](=[O:28])[O:29][CH2:30][c:31]3[cH:32][cH:33][cH:34][cH:35][cH:36]3)[cH:20][cH:21][c:22]([Cl:24])[cH:23]2)[cH:12][c:13]([Cl:16])[cH:14][cH:15]1)[OH:37]. Starting materials: [Si](C)(C)(C(C)(C)C)O[C@@H]1C=C2C=C[C@@H]([C@@H]([C@H]2[C@H](C1)OC(C(CC)OC1=C(C=CC2=CC=CC=C12)C)=O)CC[C@@H]1C[C@H](CC(O1)=O)O[Si](C)(C)C(C)(C)C)C ((4R,6R)-6-([1S,2S,6S,8S,8aR]-2-{1,2,6,7,8,8a-Hexahydro-6-t-butyldimethylsilyloxy-8-[(2RS)-2-(2-methyl-1-naphthyloxy)butyryloxy]-2-methyl-1-naphthyl}ethyl)tetrahydro-4-t-butyldimethylsilyloxy-2H-pyran-2-one), solution, [F-].C(CCC)[N+](CCCC)(CCCC)CCCC (tetrabutylammonium fluoride). Run in O1CCCC1 (tetrahydrofuran). Product: O[C@@H]1C=C2C=C[C@@H]([C@@H]([C@H]2[C@H](C1)OC(C(CC)OC1=C(C=CC2=CC=CC=C12)C)=O)CC[C@@H]1C[C@H](CC(O1)=O)O)C ((4R,6R)-6-([1S,2S,6S,8S,8aR]-2-{1,2,6,7,8,8a-Hexahydro-6-hydroxy-8-[(2RS)-2-(2-methyl-1-naphthyloxy)butyryloxy]-2-methyl-1-naphthyl}ethyl)tetrahydro-4-hydroxy-2H-pyran-2-one). Isolated yield 73.6%. Reaction SMILES: [Si]([O:8][C@H:9]1[CH2:18][C@H:17]([O:19][C:20](=[O:36])[CH:21]([O:24][C:25]2[C:34]3[C:29](=[CH:30][CH:31]=[CH:32][CH:33]=3)[CH:28]=[CH:27][C:26]=2[CH3:35])[CH2:22][CH3:23])[C@H:16]2[C:11]([CH:12]=[CH:13][C@H:14]([CH3:54])[C@@H:15]2[CH2:37][CH2:38][C@H:39]2[O:44][C:43](=[O:45])[CH2:42][C@H:41]([O:46][Si](C(C)(C)C)(C)C)[CH2:40]2)=[CH:10]1)(C(C)(C)C)(C)C.[F-].C([N+](CCCC)(CCCC)CCCC)CCC>O1CCCC1>[OH:8][C@H:9]1[CH2:18][C@H:17]([O:19][C:20](=[O:36])[CH:21]([O:24][C:25]2[C:34]3[C:29](=[CH:30][CH:31]=[CH:32][CH:33]=3)[CH:28]=[CH:27][C:26]=2[CH3:35])[CH2:22][CH3:23])[C@H:16]2[C:11]([CH:12]=[CH:13][C@H:14]([CH3:54])[C@@H:15]2[CH2:37][CH2:38][C@H:39]2[O:44][C:43](=[O:45])[CH2:42][C@H:41]([OH:46])[CH2:40]2)=[CH:10]1 |f:1.2|. Reported procedure: A procedure similar to that described in Example 2, above, was followed, but using 1.52 g of (4R,6R)-6-([1S,2S,6S,8S,8aR]-2-{1,2,6,7,8,8a-hexahydro-6-t-butyldimethylsilyloxy-8-[(2RS)-2-(2-methyl-1-naphthyloxy)butyryloxy]-2-methyl-1-naphthyl}ethyl)tetrahydro-4-t-butyldimethylsilyloxy-2H-pyran-2-one [prepared as described in Example 34, above] and 36.0 ml of a 1.0 molar solution of tetrabutylammonium fluoride in tetrahydrofuran, to give 0.79 g of the title compound as a foam.